Dataset: the Open Reaction Database (ORD), a public repository of structured organic reaction records. Task: describe an organic reaction: reactants, conditions, products, and yield Reactants: N1C=NC=C1 (imidazole), CS(=O)(=O)OCCCC1=C(C=CC=C1)OCC=1N=C(OC1)\C=C\C1=CC=CC=C1 (3-[2-[2-[(E)-2-phenylethenyl]-4-oxazolylmethoxy]phenyl]propyl methanesulfonate). Product: N1(C=NC=C1)CCCC1=C(OCC=2N=C(OC2)\C=C\C2=CC=CC=C2)C=CC=C1 (4-[2-[3-(1-imidazolyl)propyl]phenoxymethyl]-2-[(E)-2-phenylethenyl]oxazole). Procedure: In substantially the same manner as in Working Example 8, imidazole was allowed to react with 3-[2-[2-[(E)-2-phenylethenyl]-4-oxazolylmethoxy]phenyl]propyl methanesulfonate to give 4-[2-[3-(1-imidazolyl)propyl]phenoxymethyl]-2-[(E)-2-phenylethenyl]oxazole as an oily product. The yield was 80%. As a reaction SMILES: [NH:1]1[CH:5]=[CH:4][N:3]=[CH:2]1.CS(O[CH2:11][CH2:12][CH2:13][C:14]1[CH:19]=[CH:18][CH:17]=[CH:16][C:15]=1[O:20][CH2:21][C:22]1[N:23]=[C:24](/[CH:27]=[CH:28]/[C:29]2[CH:34]=[CH:33][CH:32]=[CH:31][CH:30]=2)[O:25][CH:26]=1)(=O)=O>>[N:1]1([CH2:11][CH2:12][CH2:13][C:14]2[CH:19]=[CH:18][CH:17]=[CH:16][C:15]=2[O:20][CH2:21][C:22]2[N:23]=[C:24](/[CH:27]=[CH:28]/[C:29]3[CH:34]=[CH:33][CH:32]=[CH:31][CH:30]=3)[O:25][CH:26]=2)[CH:5]=[CH:4][N:3]=[CH:2]1. Isolated yield 80.0%. The reactants are ClC(Cl)(Cl)OC(=O)Cl (trichloromethylchloroformate), CON(N(C(=O)OCC)C1=CC=CC=C1)C(C1=CC=CC=C1)=O (ethyl N′-methoxybenzoyl-N-phenyl-hydrazine-carboxylate). Run in O1CCCC1 (tetrahydrofuran). Conditions: time 1 hour. Yields the product COC1=C(C=CC=C1)C1=NN(C(O1)=O)C1=CC=CC=C1 (5-(2-methoxyphenyl)-3-phenyl-1,3,4-oxadiazol-2-one). As a reaction SMILES: Cl[C:2]([O:5]C(Cl)=O)(Cl)Cl.CO[N:11]([C:24](=[O:31])[C:25]1[CH:30]=[CH:29][CH:28]=[CH:27][CH:26]=1)[N:12]([C:18]1[CH:23]=[CH:22][CH:21]=[CH:20][CH:19]=1)[C:13]([O:15]CC)=O>O1CCCC1>[CH3:2][O:5][C:30]1[CH:29]=[CH:28][CH:27]=[CH:26][C:25]=1[C:24]1[O:31][C:13](=[O:15])[N:12]([C:18]2[CH:19]=[CH:20][CH:21]=[CH:22][CH:23]=2)[N:11]=1. Reported procedure: 3,2 ml of trichloromethylchloroformate (diphosgene) are added, with stirring, to a solution of 6,3 g of ethyl N′-methoxybenzoyl-N-phenyl-hydrazine-carboxylate in anhydrous tetrahydrofuran at ambient temperature. After one hour's stirring at ambient temperature the solvent is distilled off in vacuo and the residue remaining is recrystallised from ethanol. Yield: 6.5 g (96%), melting point: 112-115° C. The reactants are CCC1CC(N)CC1c1nnc2cnc3c(ccn3S(=O)(=O)c3ccc(C)cc3)n12, CCO, CCN(C(C)C)C(C)C, N#Cc1cnc(Cl)s1, ClCCl. Yields the product CCC1CC(Nc2ncc(C#N)s2)CC1c1nnc2cnc3c(ccn3S(=O)(=O)c3ccc(C)cc3)n12. RXN SMILES: [CH2:1]([CH3:2])[CH:3]1[CH2:4][CH:5]([NH2:30])[CH2:6][CH:7]1[c:8]1[n:9][n:10][c:11]2[n:12]1[c:13]1[c:14]([n:15][cH:16]2)[n:17]([S:20](=[O:21])(=[O:22])[c:23]2[cH:24][cH:25][c:26]([CH3:27])[cH:28][cH:29]2)[cH:18][cH:19]1.[CH3:31][CH2:32][OH:33].[CH:34]([N:35]([CH2:36][CH3:37])[CH:38]([CH3:39])[CH3:40])([CH3:41])[CH3:42].[Cl:43][c:44]1[s:45][c:46]([C:49]#[N:50])[cH:47][n:48]1.[Cl:51][CH2:52][Cl:53]>>[CH2:1]([CH3:2])[CH:3]1[CH2:4][CH:5]([NH:30][c:44]2[s:45][c:46]([C:49]#[N:50])[cH:47][n:48]2)[CH2:6][CH:7]1[c:8]1[n:9][n:10][c:11]2[n:12]1[c:13]1[c:14]([n:15][cH:16]2)[n:17]([S:20](=[O:21])(=[O:22])[c:23]2[cH:24][cH:25][c:26]([CH3:27])[cH:28][cH:29]2)[cH:18][cH:19]1. Starting materials: NC1=CC(=C(C(=O)NC2=CC=C3C=NNC3=C2)C=C1[N+](=O)[O-])Cl (4-amino-2-chloro-N-(1H-indazol-6-yl)-5-nitrobenzamide), N1C=NC=C1 (imidazole). Solvent: O (water), CN1CCCC1=O (NMP). Product: NC1=CC(=C(C(=O)NC2=CC=C3C=NNC3=C2)C=C1[N+](=O)[O-])N1C=NC=C1 (4-amino-2-imidazol-1-yl-N-(1H-indazol-6-yl)-5-nitro-benzamide). Reaction SMILES: [NH2:1][C:2]1[C:19]([N+:20]([O-:22])=[O:21])=[CH:18][C:5]([C:6]([NH:8][C:9]2[CH:17]=[C:16]3[C:12]([CH:13]=[N:14][NH:15]3)=[CH:11][CH:10]=2)=[O:7])=[C:4](Cl)[CH:3]=1.[NH:24]1[CH:28]=[CH:27][N:26]=[CH:25]1>CN1C(=O)CCC1.O>[NH2:1][C:2]1[C:19]([N+:20]([O-:22])=[O:21])=[CH:18][C:5]([C:6]([NH:8][C:9]2[CH:17]=[C:16]3[C:12]([CH:13]=[N:14][NH:15]3)=[CH:11][CH:10]=2)=[O:7])=[C:4]([N:24]2[CH:28]=[CH:27][N:26]=[CH:25]2)[CH:3]=1. Reported procedure: To a solution of 4-amino-2-chloro-N-(1H-indazol-6-yl)-5-nitrobenzamide (1 mmol; see Example 154) in NMP (2 mL) was added with imidazole (5 mmol). The resulting mixture was subjected to microwave irradiation at 120° C. for 2 h. The reaction mixture was cooled to room temperature and diluted with water (30 mL). The solid formed was collected by filtration, washed with water, and dried in vacuo. The product, 4-amino-2-imidazol-1-yl-N-(1H-indazol-6-yl)-5-nitro-benzamide, obtained as a yellow solid w...